This data is from the Open Reaction Database (ORD), a public repository of structured organic reaction records. The task is: describe an organic reaction: reactants, conditions, products, and yield Conditions: time 72 hour. Reaction SMILES: C1N(/C=C2/CC/2CO)C2N=C(N)N=C(O)C=2N=1.[C@@H:18]1([N:27]2[C:36]3[N:35]=[CH:34][N:33]=[C:31]([NH2:32])[C:30]=3[N:29]=[CH:28]2)O[C@H:23]([CH2:24][OH:25])[C@@H:21](O)[C@H:19]1O>ClCCl.CO>[CH2:21]1[C@@H:23]([CH2:24][OH:25])/[C:19]/1=[CH:18]\[N:27]1[C:36]2[N:35]=[CH:34][N:33]=[C:31]([NH2:32])[C:30]=2[N:29]=[CH:28]1 |f:2.3|. The product is C\1[C@H](/C1=C\N2C=NC3=C2N=CN=C3N)CO ((R)-(−)-synadenol). The reactants are C1=NC2=C(N1/C=C\3/CC3CO)N=C(N=C2O)N (synguanol), C1=NC2=C(N1/C=C\3/CC3CO)N=C(N=C2O)N (synguanol), resultant product, [C@@H]1([C@H](O)[C@H](O)[C@@H](CO)O1)N1C=NC=2C(N)=NC=NC12 (Adenosine), II. Solvent: Na2HPO4, ClCCl.CO (dichloromethane methanol), ClCCl.CO (dichloromethane methanol). Procedure details: A suspension of racemic synadenol (1, B=adenin-N9-yl, 200 mg, 0.92 mmol) from Example 5 in 0.05 M Na2HPO4 (pH 7.5, 100 mL) was briefly sonicated. Adenosine deaminase from calf intestine (Type II, Sigma Chemical Co., St. Louis, Mo., 30 mg, 45 units) was added and the mixture was stirred at room temperature. The progress of the reaction was followed by TLC in dichloromethane-methanol (9:1). The deamination stopped after 72 h and the ratio of synadenol (1, B=adenin-N9-yl):synhypoxanthol (1, B=hypox...